From a dataset of the Open Reaction Database (ORD), a public repository of structured organic reaction records. describe an organic reaction: reactants, conditions, products, and yield The reactants are solution, B(Br)(Br)Br (BBr3), COCCNS(=O)(=O)C1=CC=C(CNC(=O)C=2C=3C=NN(C3C=CC2)C2=CC=C(C=C2)F)C=C1 (1-(4-fluoro-phenyl)-1H-indazole-4-carboxylic acid 4-(2-methoxy-ethylsulfamoyl)-benzylamide). Solvent: ClCCl (dichloromethane), ClCCl (dichloromethane). Yields the product OCCNS(=O)(=O)C1=CC=C(CNC(=O)C=2C=3C=NN(C3C=CC2)C2=CC=C(C=C2)F)C=C1 (1-(4-Fluoro-phenyl)-1H-indazole-4-carboxylic acid 4-(2-hydroxy-ethylsulfamoyl)-benzylamide). Reaction SMILES: C[O:2][CH2:3][CH2:4][NH:5][S:6]([C:9]1[CH:34]=[CH:33][C:12]([CH2:13][NH:14][C:15]([C:17]2[C:18]3[CH:19]=[N:20][N:21]([C:26]4[CH:31]=[CH:30][C:29]([F:32])=[CH:28][CH:27]=4)[C:22]=3[CH:23]=[CH:24][CH:25]=2)=[O:16])=[CH:11][CH:10]=1)(=[O:8])=[O:7].B(Br)(Br)Br>ClCCl>[OH:2][CH2:3][CH2:4][NH:5][S:6]([C:9]1[CH:10]=[CH:11][C:12]([CH2:13][NH:14][C:15]([C:17]2[C:18]3[CH:19]=[N:20][N:21]([C:26]4[CH:31]=[CH:30][C:29]([F:32])=[CH:28][CH:27]=4)[C:22]=3[CH:23]=[CH:24][CH:25]=2)=[O:16])=[CH:33][CH:34]=1)(=[O:8])=[O:7]. Procedure details: To a chilled (−78° C.) solution of 1-(4-fluoro-phenyl)-1H-indazole-4-carboxylic acid 4-(2-methoxy-ethylsulfamoyl)-benzylamide (22 mg, 0.45 mmol) in dichloromethane (5 mL) was added in several portions a 1 M solution of BBr3 (0.13 mL, 0.13 mmol) in dichloromethane. The mixture was allowed to warm to room temperature. The mixture was quenched with saturated aqueous sodium bicarbonate and then extracted with ethyl acetate (3×10 mL). The combined organic layers were washed with brine (2×5 mL), dried... The reactants are NC1=NC(=NC=C1C(=O)C1=C(C=CC(=C1)F)OC)NC1CCNCC1 ([4-amino-2-(piperidin-4-ylamino)-pyrimidin-5-yl]-(5-fluoro-2-methoxy-phenyl)-methanone), ClCCCS(=O)(=O)Cl (chloropropanesulfonyl chloride). Yields the product NC1=NC(=NC=C1C(=O)C1=C(C=CC(=C1)F)OC)NC1CCN(CC1)S(=O)(=O)CCCCl ([4-Amino-2-[1-(3-chloro-propane-1-sulfonyl)-piperidin-4-ylamino]-pyrimidin-5-yl]-(5-fluoro-2-methoxy-phenyl)-methanone). As a reaction SMILES: [NH2:1][C:2]1[C:7]([C:8]([C:10]2[CH:15]=[C:14]([F:16])[CH:13]=[CH:12][C:11]=2[O:17][CH3:18])=[O:9])=[CH:6][N:5]=[C:4]([NH:19][CH:20]2[CH2:25][CH2:24][NH:23][CH2:22][CH2:21]2)[N:3]=1.[Cl:26][CH2:27][CH2:28][CH2:29][S:30](Cl)(=[O:32])=[O:31]>>[NH2:1][C:2]1[C:7]([C:8]([C:10]2[CH:15]=[C:14]([F:16])[CH:13]=[CH:12][C:11]=2[O:17][CH3:18])=[O:9])=[CH:6][N:5]=[C:4]([NH:19][CH:20]2[CH2:21][CH2:22][N:23]([S:30]([CH2:29][CH2:28][CH2:27][Cl:26])(=[O:32])=[O:31])[CH2:24][CH2:25]2)[N:3]=1. Procedure details: The compound was prepared from [4-amino-2-(piperidin-4-ylamino)-pyrimidin-5-yl]-(5-fluoro-2-methoxy-phenyl)-methanone (Example 59) and chloropropanesulfonyl chloride (Aldrich) in an analogous manner as described in Example 177. HR-MS (ES, m/z) calculated for C20H26N5O4SFCI [(M+H)+] 486.1373, observed 486.1375. Reactants: COc1ccc(N2C(=O)CC(C)(C)CC2=O)cn1, CCOCC, C1CCOC1. Product: CC1(C)CC(=O)N(c2ccc(O)nc2)C(=O)C1. RXN SMILES: [CH3:1][O:2][c:3]1[cH:4][cH:5][c:6]([N:9]2[C:10](=[O:18])[CH2:11][C:12]([CH3:16])([CH3:17])[CH2:13][C:14]2=[O:15])[cH:7][n:8]1.[CH3:24][CH2:25][O:26][CH2:27][CH3:28].[O:19]1[CH2:20][CH2:21][CH2:22][CH2:23]1>>[OH:2][c:3]1[cH:4][cH:5][c:6]([N:9]2[C:10](=[O:18])[CH2:11][C:12]([CH3:16])([CH3:17])[CH2:13][C:14]2=[O:15])[cH:7][n:8]1. Reactants: ClC1=C(C(=O)O)C=C(C(=N1)Cl)F (2,6-dichloro-5-fluoronicotinic acid), C(C)(C)[N-]C(C)C.[Li+] (lithium diisopropylamide), N1=CC=CC2=CC=CN=C12 (1,8-naphthyridine). Solvent: C1CCOC1 (THF). The product is ClC1=C(C(=O)O)C(=C(C(=N1)Cl)F)C (2, 6-dichloro-5-fluoro-4-methylnicotinic acid). As a reaction SMILES: N1C2C(=CC=CN=2)C=C[CH:2]=1.[Cl:11][C:12]1[N:20]=[C:19]([Cl:21])[C:18]([F:22])=[CH:17][C:13]=1[C:14]([OH:16])=[O:15].C([N-]C(C)C)(C)C.[Li+]>C1COCC1>[Cl:11][C:12]1[N:20]=[C:19]([Cl:21])[C:18]([F:22])=[C:17]([CH3:2])[C:13]=1[C:14]([OH:16])=[O:15] |f:2.3|. Procedure: The introduction of the methyl group on the 1,8-naphthyridine substrate was accomplished by the formation of the di-anion of 2,6-dichloro-5-fluoronicotinic acid, preferably with lithium diisopropylamide in THF between -70° C. and -50° C. The di-anion was quenched with iodomethane and the target acid 2, 6-dichloro-5-fluoro-4-methylnicotinic acid is obtained after acidification. The remaining portion of the naphthyridine nucleus was elaborated using previously developed methodology.